Dataset: the Open Reaction Database (ORD), a public repository of structured organic reaction records. Task: describe an organic reaction: reactants, conditions, products, and yield Reaction conditions: time 3 hour. Procedure details: To a 100 mL flask was added freshly prepared triethylammonium methyldithiocarbamate (2.0 g, 9.5 mmol), anhydrous MeCN (50 mL), and 2-bromopropiophenone (2.04 g, 9.5 mmol). The reaction mixture was stirred at room temperature for 3 h. The reaction mixture was concentrated under reduced pressure and the resulting crude residue was treated with conc H2SO4 (5 mL) with stirring at room temperature. After 20 min, the reaction mixture was diluted with water (75 mL) and then mixed with DCM (75 mL). The ... Yields the product CN1C(SC(=C1C1=CC=CC=C1)C)=S (3,5-dimethyl-4-phenyl-3H-thiazole-2-thione). As a reaction SMILES: [CH3:1][NH:2][C:3](=[S:5])[S-:4].C([NH+](CC)CC)C.Br[CH:14]([CH3:23])[C:15]([C:17]1[CH:22]=[CH:21][CH:20]=[CH:19][CH:18]=1)=O>CC#N>[CH3:1][N:2]1[C:15]([C:17]2[CH:22]=[CH:21][CH:20]=[CH:19][CH:18]=2)=[C:14]([CH3:23])[S:5][C:3]1=[S:4] |f:0.1|. The yield is 92.7%. Run in CC#N (MeCN). The reactants are CNC([S-])=S.C(C)[NH+](CC)CC (triethylammonium methyldithiocarbamate), BrC(C(=O)C1=CC=CC=C1)C (2-bromopropiophenone). The reactants are C(C)C1=NN=C2N1N=C(C(=C2)C)C2=CC=C(C#N)C=C2 (p-(3-ethyl-7-methyl-1,2,4-triazolo[4,3-b]pyridazin-6-yl)benzonitrile), OO (hydrogen peroxide), [OH-].[Na+] (sodium hydroxide). Run in C(C)O (ethyl alcohol). Run at time 3 hour. The product is C(C)C1=NN=C2N1N=C(C(=C2)C)C2=CC=C(C(=O)N)C=C2 (p-(3-ethyl-7-methyl-1,2,4-triazolo[4,3-b]pyridazin-6-yl)benzamide). Reaction SMILES: [CH2:1]([C:3]1[N:7]2[N:8]=[C:9]([C:13]3[CH:20]=[CH:19][C:16]([C:17]#[N:18])=[CH:15][CH:14]=3)[C:10]([CH3:12])=[CH:11][C:6]2=[N:5][N:4]=1)[CH3:2].[OH:21]O.[OH-].[Na+]>C(O)C>[CH2:1]([C:3]1[N:7]2[N:8]=[C:9]([C:13]3[CH:20]=[CH:19][C:16]([C:17]([NH2:18])=[O:21])=[CH:15][CH:14]=3)[C:10]([CH3:12])=[CH:11][C:6]2=[N:5][N:4]=1)[CH3:2] |f:2.3|. Reported procedure: A 4.5 g. portion of p-(3-ethyl-7-methyl-1,2,4-triazolo[4,3-b]pyridazin-6-yl)benzonitrile (prepared as described in Example 3) is dissolved in 50 ml. of ethyl alcohol with warming, then 50 ml. of 30% hydrogen peroxide is added with swirling and finally 50 ml. of 2N sodium hydroxide is added with swirling. The reaction is allowed to stand at room temperature for 3 hours, then is concentrated almost to dryness using as little heat as possible. The concentrate is diluted with water, filtered and the... Reactants: Brc1ccccc1N1CCN(CC2CC2)CC1, [Li]CCCC, CC1(C)CC(=O)CC(C)(C)C1, CCOC(C)=O, C1CCOC1, O. Reaction SMILES: [Br:1][c:2]1[c:3]([N:8]2[CH2:9][CH2:10][N:11]([CH2:14][CH:15]3[CH2:16][CH2:17]3)[CH2:12][CH2:13]2)[cH:4][cH:5][cH:6][cH:7]1.[CH2:18]([Li:19])[CH2:20][CH2:21][CH3:22].[CH3:23][C:24]1([CH3:33])[CH2:25][C:26](=[O:32])[CH2:27][C:28]([CH3:30])([CH3:31])[CH2:29]1.[CH3:40][CH2:41][O:42][C:43](=[O:44])[CH3:45].[O:35]1[CH2:36][CH2:37][CH2:38][CH2:39]1.[OH2:34]>>[c:2]1([C:26]2([OH:32])[CH2:25][C:24]([CH3:23])([CH3:33])[CH2:29][C:28]([CH3:30])([CH3:31])[CH2:27]2)[c:3]([N:8]2[CH2:9][CH2:10][N:11]([CH2:14][CH:15]3[CH2:16][CH2:17]3)[CH2:12][CH2:13]2)[cH:4][cH:5][cH:6][cH:7]1. Yields the product CC1(C)CC(C)(C)CC(O)(c2ccccc2N2CCN(CC3CC3)CC2)C1. Reactants: C[C@]12CC[C@@H]3C=4C=CC(=CC4CC[C@H]3[C@@H]1CCC2=O)O (Oestrone), C1(=CC=CC=C1)CC(=O)Cl (phenylacetyl chloride). The solvent is O (water), N1=CC=CC=C1 (pyridine). Product: C1(=CC=CC=C1)CC(=O)OC1=CC=2CC[C@H]3[C@@H]4CCC([C@@]4(C)CC[C@@H]3C2C=C1)=O (3-Phenylacetoxy-oestra-1,3,5(10)-trien-17-one). As a reaction SMILES: [CH3:1][C@@:2]12[C:18](=[O:19])[CH2:17][CH2:16][C@H:15]1[C@H:14]1[C@@H:5]([C:6]3[CH:7]=[CH:8][C:9]([OH:20])=[CH:10][C:11]=3[CH2:12][CH2:13]1)[CH2:4][CH2:3]2.[C:21]1([CH2:27][C:28](Cl)=[O:29])[CH:26]=[CH:25][CH:24]=[CH:23][CH:22]=1>N1C=CC=CC=1.O>[C:21]1([CH2:27][C:28]([O:20][C:9]2[CH:8]=[CH:7][C:6]3[C@@H:5]4[C@H:14]([C@H:15]5[C@@:2]([CH2:3][CH2:4]4)([CH3:1])[C:18](=[O:19])[CH2:17][CH2:16]5)[CH2:13][CH2:12][C:11]=3[CH:10]=2)=[O:29])[CH:26]=[CH:25][CH:24]=[CH:23][CH:22]=1. Procedure: Oestrone (2 g.) in pyridine (10 ml.) was treated for three days at room temperature with phenylacetyl chloride (3 ml.). The mixture was diluted with water (50 ml.) and the product extracted with ether (50 ml.) containing a little chloroform. The extract was washed with water (50 ml.) then 2N-sulphuric acid (25 ml.) then water again (50 ml.) and the solvent was evaporated in vacuo. Filtration of the residue in methylene chloride through a short Florisil column and crystallisation from light petro... The reactants are N#N (N2), COC(=O)C=1N=C(OC1)CCCCC(C)=O (2-(5-oxo-hexyl)-oxazole-4-carboxylic acid methyl ester), [OH-].[Na+] (NaOH). The solvent is Cl (HCl), C1CCOC1 (THF). Run at time 1 hour. The product is O=C(CCCCC=1OC=C(N1)C(=O)O)C (2-(5-Oxo-hexyl)-oxazole-4-carboxylic acid). As a reaction SMILES: N#N.C[O:4][C:5]([C:7]1[N:8]=[C:9]([CH2:12][CH2:13][CH2:14][CH2:15][C:16](=[O:18])[CH3:17])[O:10][CH:11]=1)=[O:6].[OH-].[Na+]>C1COCC1.Cl>[O:18]=[C:16]([CH3:17])[CH2:15][CH2:14][CH2:13][CH2:12][C:9]1[O:10][CH:11]=[C:7]([C:5]([OH:6])=[O:4])[N:8]=1 |f:2.3|. Procedure: In a flame dried round-bottomed flask equipped with a magnetic stir bar and under inert atmosphere (N2), a solution of 2-(5-oxo-hexyl)-oxazole-4-carboxylic acid methyl ester (464 mg, 2.06 mmol) in THF (20 mL) was treated at rt with 1N NaOH (10 mL, 10 mmol) and the reaction mixture was stirred for 1 h at rt. The reaction mixture was poured in 1N HCl (20 mL) and extracted twice with EA (20 mL). The combined org. extracts were dried over MgSO4, filtered, and the solvent was removed under reduced pr... The reactants are [Si](C)(C)(C(C)(C)C)OCC#CC=1N=CC(=NC1)NC1=CC(=NC=N1)NCC1CCN(CC1)C(=O)OC(C)(C)C (tert-butyl 4-((6-(5-(3-(tert-butyldimethylsilyloxy)prop-1-ynyl)pyrazin-2-ylamino)pyrimidin-4-ylamino)-methyl)piperidine-1-carboxylate). The solvent is [F-].C(CCC)[N+](CCCC)(CCCC)CCCC (tetra n-butylammonium fluoride). Run at time 30 minute. The product is N1CCC(CC1)CNC1=CC(=NC=N1)NC=1N=CC(=NC1)C#CCO (3-(5-(6-(piperidin-4-ylmethylamino)pyrimidin-4-ylamino)pyrazin-2-yl)prop-2-yn-1-ol). Yield: 15.3%. As a reaction SMILES: [Si]([O:8][CH2:9][C:10]#[C:11][C:12]1[N:13]=[CH:14][C:15]([NH:18][C:19]2[N:24]=[CH:23][N:22]=[C:21]([NH:25][CH2:26][CH:27]3[CH2:32][CH2:31][N:30](C(OC(C)(C)C)=O)[CH2:29][CH2:28]3)[CH:20]=2)=[N:16][CH:17]=1)(C(C)(C)C)(C)C>[F-].C([N+](CCCC)(CCCC)CCCC)CCC>[NH:30]1[CH2:31][CH2:32][CH:27]([CH2:26][NH:25][C:21]2[N:22]=[CH:23][N:24]=[C:19]([NH:18][C:15]3[N:16]=[CH:17][C:12]([C:11]#[C:10][CH2:9][OH:8])=[N:13][CH:14]=3)[CH:20]=2)[CH2:28][CH2:29]1 |f:1.2|. Procedure: Crude tert-butyl 4-((6-(5-(3-(tert-butyldimethylsilyloxy)prop-1-ynyl)pyrazin-2-ylamino)pyrimidin-4-ylamino)-methyl)piperidine-1-carboxylate (0.15 mmol) was dissolved in tetra n-butylammonium fluoride (1M in THF, 225 μL). After 30 minutes the solution was evaporated and the residue was purified by preparative HPLC. The resulting solid was dissolved in 30% trifluoroacetic acid in dichloromethane and stirred at room temperature for 30 minutes. The mixture was adsorbed onto then MP-TsOH SPE cartridg... The reactants are aqueous solution, [Na] (sodium), CS (methylmercaptan), O (water), ClC1C(CCCC1)=O (2-chlorocyclohexanone). The solvent is C(C)O (ethanol). Run at time 3 hour. Product: CSC1(C(CCCC1)=O)Cl (methylmercapto-2-chlorocyclohexanone). Yield: 78.0%. As a reaction SMILES: [Cl:1][CH:2]1[CH2:7][CH2:6][CH2:5][CH2:4][C:3]1=[O:8].[Na].[CH3:10][SH:11].O>C(O)C>[CH3:10][S:11][C:2]1([Cl:1])[CH2:7][CH2:6][CH2:5][CH2:4][C:3]1=[O:8] |^1:8|. Procedure: In a 300-ml egg-plant type flask 7.07 g (0.053 mol) of 2-chlorocyclohexanone was dissolved in 50 ml of ethanol, and 25 ml of 15 % aqueous solution of sodium salt of methylmercaptan was added dropwise with a dropping funnel, and the mixture was stirred at room temperature for 3 h. The reaction mixture was poured into 300 ml of water, and an organic layer was extracted with methylene chloride, dried with magnesium sulfate and distilled to remove methylene chloride. After that reduced pressure dist...